This data is from the Open Reaction Database (ORD), a public repository of structured organic reaction records. The task is: describe an organic reaction: reactants, conditions, products, and yield Reactants: C(C(C)C)N1N=C(C=C(C1=O)COS(=O)(=O)C)C1=CC=C(C=C1)C (2-isobutyl-4-methanesulfonyloxymethyl-6-(4-methylphenyl)-2H-pyridazin-3-one), C(C)OC(=O)C(C(=O)OCC)(CC(=O)C1=CC=C(C=C1)C(F)(F)F)O (ethyl 2-ethoxycarbonyl-2-hydroxy-4-(4-trifluoromethylphenyl)-4-oxobutanoate). Product: C(=O)(O)C=1C(NN=C(C1)C1=CC=C(C=C1)C(F)(F)F)=O (4-carboxy-6-(4-trifluoromethylphenyl)-2H-pyridazin-3-one). Isolated yield 91.4%. As a reaction SMILES: C([N:5]1C(=O)C(COS(C)(=O)=O)=CC(C2C=CC(C)=CC=2)=[N:6]1)C(C)C.C([O:27][C:28]([C:30](O)([CH2:36][C:37]([C:39]1[CH:44]=[CH:43][C:42]([C:45]([F:48])([F:47])[F:46])=[CH:41][CH:40]=1)=O)[C:31](OCC)=[O:32])=[O:29])C>>[C:28]([C:30]1[C:31](=[O:32])[NH:5][N:6]=[C:37]([C:39]2[CH:44]=[CH:43][C:42]([C:45]([F:48])([F:47])[F:46])=[CH:41][CH:40]=2)[CH:36]=1)([OH:27])=[O:29]. Procedure: Following the procedure of Example 1 (4), ethyl 2-ethoxycarbonyl-2-hydroxy-4-(4-trifluoromethylphenyl)-4-oxobutanoate was reacted to yield the title compound as a pale brown crystalline powder (yield: 91.4%). RXN SMILES: [CH3:1][O:2][C:3](=[O:4])[CH:5]1[CH2:6][N:7]([C:17]2=[N:18][NH:19][CH2:20][CH:21]=[CH:22]2)[CH2:8][CH:9]1[c:10]1[cH:11][cH:12][c:13]([Cl:16])[cH:14][cH:15]1.[Cl:23][c:24]1[cH:25][cH:26][c:27]([CH:28]2[CH2:29][N:30]([C:31]3=[N:36][NH:35][CH2:34][CH:33]=[CH:32]3)[CH2:37][CH:38]2[C:39]([O-:40])=[O:41])[cH:42][cH:43]1>>[O:2]=[C:3]([OH:4])[CH:5]1[CH2:6][N:7]([C:17]2=[N:18][NH:19][CH2:20][CH:21]=[CH:22]2)[CH2:8][CH:9]1[c:10]1[cH:11][cH:12][c:13]([Cl:16])[cH:14][cH:15]1. The product is O=C(O)C1CN(C2=NNCC=C2)CC1c1ccc(Cl)cc1. Reactants: COC(=O)C1CN(C2=NNCC=C2)CC1c1ccc(Cl)cc1, O=C([O-])C1CN(C2=NNCC=C2)CC1c1ccc(Cl)cc1. Reactants: C1CCOC1, O=c1[nH]cnc2cc(Cl)nc(Cl)c12, Nc1cccc(C(F)(F)F)c1. As a reaction SMILES: [CH2:25]1[O:26][CH2:27][CH2:28][CH2:29]1.[Cl:12][c:13]1[n:14][c:15]([Cl:24])[cH:16][c:17]2[n:18][cH:19][nH:20][c:21](=[O:23])[c:22]12.[F:1][C:2]([c:3]1[cH:4][c:5]([NH2:6])[cH:7][cH:8][cH:9]1)([F:10])[F:11]>>[F:1][C:2]([c:3]1[cH:4][c:5]([NH:6][c:13]2[n:14][c:15]([Cl:24])[cH:16][c:17]3[n:18][cH:19][nH:20][c:21](=[O:23])[c:22]23)[cH:7][cH:8][cH:9]1)([F:10])[F:11]. Product: O=c1[nH]cnc2cc(Cl)nc(Nc3cccc(C(F)(F)F)c3)c12. The reactants are [Mg] (magnesium), C(CC)Br (propyl bromide), CCOCC (ether), CCOCC (ether), Cl (hydrochloric acid), ClC1=CC=C(C=C1)C1(CCC1)C#N (1-(4-Chlorophenyl)-1-cyclobutanecarbonitrile), ClC=1C=C(C=CC1Cl)C1(CCC1)C#N (1-(3,4-dichlorophenyl)cyclobutanecarbonitrile), CCOCC (ether). The solvent is O1CCCC1 (tetrahydrofuran). Yields the product C(CCC)(=O)C1(CCC1)C1=CC=C(C=C1)Cl (1-butyryl-1-(4-chlorophenyl)cyclobutane). Reaction SMILES: [Cl:1][C:2]1[CH:7]=[CH:6][C:5]([C:8]2([C:12]#N)[CH2:11][CH2:10][CH2:9]2)=[CH:4][CH:3]=1.Cl[C:15]1C=C(C2(C#N)CCC2)C=[CH:19][C:20]=1Cl.[Mg].C(Br)CC.Cl.CC[O:36]CC>O1CCCC1>[C:12]([C:8]1([C:5]2[CH:6]=[CH:7][C:2]([Cl:1])=[CH:3][CH:4]=2)[CH2:11][CH2:10][CH2:9]1)(=[O:36])[CH2:15][CH2:20][CH3:19]. Procedure details: 1-(4-Chlorophenyl)-1-cyclobutanecarbonitrile (15 g) prepared in a similar manner to the 1-(3,4-dichlorophenyl)cyclobutanecarbonitrile of Example 1 in dry ether (50 ml) was added to the product of the reaction between magnesium turnings (3.18 g) and propyl bromide (15.99 g) in dry ether (50 ml). The ether was replaced by tetrahydrofuran and the mixture heated with stirring under reflux for eighteen hours. The mixture was cooled and ice and then concentrated hydrochloric acid (52 ml) added. The re... Starting materials: ClC1=CC=C(C=C1)I=O (p-chloroiodosobenzene), ClC(C(=O)O)(Cl)Cl (trichloroacetic acid). Solvent: C(Cl)Cl (methylene chloride), C(Cl)Cl (methylene chloride). Run at time 30 minute. The product is ClC(C(=O)O)(Cl)Cl (trichloroacetic acid), ClC1=C(C(=C(C=C1)I)OC(C(Cl)(Cl)Cl)=O)OC(C(Cl)(Cl)Cl)=O (4-Chloro-bis(trichloroacetoxy)iodobenzene). As a reaction SMILES: [Cl:1][C:2]1[CH:7]=[CH:6][C:5]([I:8]=O)=[CH:4][CH:3]=1.[Cl:10][C:11]([Cl:16])([Cl:15])[C:12]([OH:14])=[O:13]>C(Cl)Cl>[Cl:10][C:11]([Cl:16])([Cl:15])[C:12]([OH:14])=[O:13].[Cl:1][C:2]1[CH:7]=[CH:6][C:5]([I:8])=[C:4]([O:13][C:12](=[O:14])[C:11]([Cl:16])([Cl:15])[Cl:10])[C:3]=1[O:14][C:12](=[O:13])[C:11]([Cl:16])([Cl:15])[Cl:10]. Procedure details: A quantity of 135 g. (0.53 mole) p-chloroiodosobenzene is suspended in 800 ml. of methylene chloride contained in a 2-liter Erlenmeyer flask. To the suspension is added 190 g. (1.16 mole) trichloroacetic acid dissolved in 500 ml. of methylene chloride with agitation over a 5-minute period, the reaction temperature being maintained at room temperature. After 30 minutes, the solution is filtered and solvent is removed under reduced pressure. The solid residue is triturated with ether and filtered.... Starting materials: [Br-], [Br-], [Br-], O=C([O-])O, CCCC[N+](CCCC)(CCCC)CCCC, CCCC[N+](CCCC)(CCCC)CCCC, CCCC[N+](CCCC)(CCCC)CCCC, CC(=O)c1ccco1, CCO, [Na+], [Na+], N#C[S-]. The product is N#CSCC(=O)c1ccco1. RXN SMILES: [Br-:10].[Br-:11].[Br-:9].[C:67](=[O:68])([OH:69])[O-:70].[CH2:12]([N+:13]([CH2:14][CH2:15][CH2:16][CH3:17])([CH2:18][CH2:19][CH2:20][CH3:21])[CH2:22][CH2:23][CH2:24][CH3:25])[CH2:26][CH2:27][CH3:28].[CH2:29]([N+:30]([CH2:31][CH2:32][CH2:33][CH3:34])([CH2:35][CH2:36][CH2:37][CH3:38])[CH2:39][CH2:40][CH2:41][CH3:42])[CH2:43][CH2:44][CH3:45].[CH2:46]([N+:47]([CH2:48][CH2:49][CH2:50][CH3:51])([CH2:52][CH2:53][CH2:54][CH3:55])[CH2:56][CH2:57][CH2:58][CH3:59])[CH2:60][CH2:61][CH3:62].[CH3:1][C:2](=[O:3])[c:4]1[cH:5][cH:6][cH:7][o:8]1.[CH3:72][CH2:73][OH:74].[Na+:63].[Na+:71].[S-:64][C:65]#[N:66]>>[CH2:1]([C:2](=[O:3])[c:4]1[cH:5][cH:6][cH:7][o:8]1)[S:64][C:65]#[N:66]. The reactants are [BH4-], CO, [Na+], O=C1COc2ccccc21, O. The product is OC1COc2ccccc21. Reaction SMILES: [BH4-:11].[CH3:14][OH:15].[Na+:12].[O:1]1[CH2:2][C:3](=[O:10])[c:4]2[c:5]1[cH:6][cH:7][cH:8][cH:9]2.[OH2:13]>>[O:1]1[CH2:2][CH:3]([OH:10])[c:4]2[c:5]1[cH:6][cH:7][cH:8][cH:9]2. Starting materials: CC(C)(C)[Si](C)(C)Cl (TBDMSCl), C1CCC2=NCCCN2CC1 (DBU), OC(C1CC1)C=1SC=CN1 (2-(1-hydroxy-1-cyclopropylmethyl)thiazole). The solvent is C1CCOC1 (THF). Run at time 16 hour. Yields the product O([Si](C)(C)C(C)(C)C)C(C1CC1)C=1SC=CN1 (2-(1-t-butyldimethylsiloxy-1-cyclopropylmethyl)thiazole). The yield is 95.1%. RXN SMILES: [CH3:1][C:2]([Si:5](Cl)([CH3:7])[CH3:6])([CH3:4])[CH3:3].C1CCN2C(=NCCC2)CC1.[OH:20][CH:21]([C:25]1[S:26][CH:27]=[CH:28][N:29]=1)[CH:22]1[CH2:24][CH2:23]1>C1COCC1>[O:20]([CH:21]([C:25]1[S:26][CH:27]=[CH:28][N:29]=1)[CH:22]1[CH2:24][CH2:23]1)[Si:5]([C:2]([CH3:4])([CH3:3])[CH3:1])([CH3:7])[CH3:6]. Procedure: TBDMSCl (3.5 g, 23.2 mmol) and DBU (3.5 mL, 23.2 mmol) were added to a solution of 2-(1-hydroxy-1-cyclopropylmethyl)thiazole (3.0 g, 19.4 mmol) in dry THF (40 mL). The mixture was stirred at rt for 16 h, then quenched with water and the layers separated. The aqueous portion was extracted with EtOAc, the combined extracts dried (MgSO4) and concentrated. The material was purified by flash chromatography using 5% EtOAc/hexane to give 4.97 g (95%) of 2-(1-t-butyldimethylsiloxy-1-cyclopropylmethyl)th... Starting materials: CN1N=NC(=C1)C(=O)OCC (ethyl 1-methyl-1H-1,2,3-triazole-4-carboxylate), [OH-].[Na+] (sodium hydroxide), Cl (hydrochloric acid). Solvent: CO (methanol). Product: CN1N=NC(=C1)C(=O)O (1-methyl-1H-1,2,3-triazole-4-carboxylic acid). The yield is 49.9%. Reaction SMILES: [CH3:1][N:2]1[CH:6]=[C:5]([C:7]([O:9]CC)=[O:8])[N:4]=[N:3]1.[OH-].[Na+].Cl>CO>[CH3:1][N:2]1[CH:6]=[C:5]([C:7]([OH:9])=[O:8])[N:4]=[N:3]1 |f:1.2|. Reported procedure: Using ethyl 1-methyl-1H-1,2,3-triazole-4-carboxylate (1.48 g, 9.54 mmol), methanol (22 mL), 1N sodium hydroxide (15 mL) and 1N hydrochloric acid (15 mL) as starting materials and in the same manner as in Reference Example 12, the title compound (605 mg, 50%) was obtained as a white powder.